This data is from the Open Reaction Database (ORD), a public repository of structured organic reaction records. The task is: describe an organic reaction: reactants, conditions, products, and yield The reactants are CCOC(C)=O, CC(C)(C)OC(=O)N1CCOc2nc(OC3CCCCC3)ccc2C1, Cl. Yields the product c1cc2c(nc1OC1CCCCC1)OCCNC2, Cl. As a reaction SMILES: [C:26]([O:27][CH2:28][CH3:29])(=[O:30])[CH3:31].[CH:1]1([O:7][c:8]2[cH:9][cH:10][c:11]3[c:17]([n:18]2)[O:16][CH2:15][CH2:14][N:13]([C:19]([O:20][C:21]([CH3:22])([CH3:23])[CH3:24])=[O:25])[CH2:12]3)[CH2:2][CH2:3][CH2:4][CH2:5][CH2:6]1.[ClH:32]>>[CH:1]1([O:7][c:8]2[cH:9][cH:10][c:11]3[c:17]([n:18]2)[O:16][CH2:15][CH2:14][NH:13][CH2:12]3)[CH2:2][CH2:3][CH2:4][CH2:5][CH2:6]1.[ClH:32]. The reactants are CCOP(=O)(CC(=O)OC(C)(C)C)OCC, COCCOC, CC(C)=O, O=Cc1ccc(C(=O)O)cc1, [H-], [K+], [Na+], O=S(=O)([O-])O. Yields the product CC(C)(C)OC(=O)C=Cc1ccc(C(=O)O)cc1. As a reaction SMILES: [CH2:12]([O:13][P:14]([O:15][CH2:16][CH3:17])(=[O:18])[CH2:20][C:21](=[O:22])[O:23][C:24]([CH3:25])([CH3:26])[CH3:27])[CH3:19].[CH3:36][O:37][CH2:38][CH2:39][O:40][CH3:41].[CH3:42][C:43](=[O:44])[CH3:45].[CH:1](=[O:2])[c:3]1[cH:4][cH:5][c:6]([C:7](=[O:8])[OH:9])[cH:10][cH:11]1.[H-:28].[K+:35].[Na+:29].[S:30](=[O:31])(=[O:32])([OH:33])[O-:34]>>[CH:1]([c:3]1[cH:4][cH:5][c:6]([C:7](=[O:8])[OH:9])[cH:10][cH:11]1)=[CH:20][C:21](=[O:22])[O:23][C:24]([CH3:25])([CH3:26])[CH3:27]. Reactants: NC=1C=NC=CC1C1=NC=2N([C@@H](C(N(C2C=N1)C)=O)CC)C(C)C ((R)-2-(3-aminopyridin-4-yl)-7-ethyl-8-isopropyl-5-methyl-7,8-dihydropteridin-6(5H)-one), CC(CC(=O)O)(C)C (3,3-dimethylbutanoic acid), C(=O)(C(F)(F)F)O (TFA). The product is C(C)[C@@H]1C(N(C=2C=NC(=NC2N1C(C)C)C1=C(C=NC=C1)NC(CC(C)(C)C)=O)C)=O ((R)—N-(4-(7-ethyl-8-isopropyl-5-methyl-6-oxo-5,6,7,8-tetrahydropteridin-2-yl)pyridin-3-yl)-3,3-dimethylbutanamide). RXN SMILES: [NH2:1][C:2]1[CH:3]=[N:4][CH:5]=[CH:6][C:7]=1[C:8]1[N:17]=[CH:16][C:15]2[N:14]([CH3:18])[C:13](=[O:19])[C@@H:12]([CH2:20][CH3:21])[N:11]([CH:22]([CH3:24])[CH3:23])[C:10]=2[N:9]=1.[CH3:25][C:26]([CH3:32])([CH3:31])[CH2:27][C:28](O)=[O:29].C(O)(C(F)(F)F)=O>>[CH2:20]([C@H:12]1[N:11]([CH:22]([CH3:23])[CH3:24])[C:10]2[N:9]=[C:8]([C:7]3[CH:6]=[CH:5][N:4]=[CH:3][C:2]=3[NH:1][C:28](=[O:29])[CH2:27][C:26]([CH3:32])([CH3:31])[CH3:25])[N:17]=[CH:16][C:15]=2[N:14]([CH3:18])[C:13]1=[O:19])[CH3:21]. Reported procedure: The title compound was prepared similarly to the methods described in Example 102, with (R)-2-(3-aminopyridin-4-yl)-7-ethyl-8-isopropyl-5-methyl-7,8-dihydropteridin-6(5H)-one (Example 93) instead of (R)-2-(3-aminopyridin-4-yl)-8-cyclopentyl-7-ethyl-5-methyl-7,8-dihydropteridin-6(5H)-one (Example 91) and with 3,3-dimethylbutanoic acid instead of benzoic acid. LCMS (0.05% TFA): 425.3 m/z (M+H)+; 1H-NMR (DMSO-d6, 500 MHz): δ: 12.93 (bs, 1H), 9.89 (bs, 1H), 8.50 (bs, 2H), 8.30 (s, 1H), 4.59 (m, 1H),... Starting materials: CCOC(=O)CCCCCSc1nc2ccccc2n1C(C(=O)[O-])C(C)(C)C, ClCCl, O=C(O)C(F)(F)F. Yields the product CCOC(=O)CCCCCSc1nc2ccccc2n1CC(=O)O. As a reaction SMILES: [C:1]([CH3:2])([CH3:3])([CH3:4])[CH:5]([C:6](=[O:7])[O-:8])[n:9]1[c:10]([S:18][CH2:19][CH2:20][CH2:21][CH2:22][CH2:23][C:24](=[O:25])[O:26][CH2:27][CH3:28])[n:11][c:12]2[c:13]1[cH:14][cH:15][cH:16][cH:17]2.[Cl:36][CH2:37][Cl:38].[F:29][C:30]([F:31])([F:32])[C:33]([OH:34])=[O:35]>>[CH2:5]([C:6](=[O:7])[OH:8])[n:9]1[c:10]([S:18][CH2:19][CH2:20][CH2:21][CH2:22][CH2:23][C:24](=[O:25])[O:26][CH2:27][CH3:28])[n:11][c:12]2[c:13]1[cH:14][cH:15][cH:16][cH:17]2. Yield: 82.9%. Yields the product [Si](C)(C)(C(C)(C)C)OC1=CC=C(C=C1)C1(C(CSC2=CC(=CC=C12)OCOC)(C)C1=CC=C(C=C1)OCOC)O (4-(4-t-butyldimethylsilyloxyphenyl)-4-hydroxy-7-methoxymethyloxy-3-[4-(methoxymethyloxy)phenyl]-3-methylthiochroman). The reactants are BrC(C)Br (dibromoethane), [Mg] (magnesium), [Cl-].[NH4+] (ammonium chloride), COCOC1=CC=C2C(C(CSC2=C1)(C)C1=CC=C(C=C1)OCOC)=O (7-methoxymethyloxy-3-[4-(methoxymethyloxy)phenyl]-3-methylthiochroman-4-one), BrC1=CC=C(C=C1)O[Si](C)(C)C(C)(C)C (p-bromo-t-butyldimethylsilyloxybenzene). Reaction conditions: temperature 60 celsius, time 10 minute. Solvent: O1CCCC1 (tetrahydrofuran), O1CCCC1 (tetrahydrofuran), O1CCCC1 (tetrahydrofuran). Procedure: Under argon atmosphere dibromoethane (0.11 ml, 1.28 mmol) was added dropwise to tetrahydrofuran suspension (5 ml) of magnesium turning (224 mg, 9.33 mmol) and the mixture was stirred for 10 minutes at 60° C. At the same temperature, tetrahydrofuran solution (5 ml) of p-bromo-t-butyldimethylsilyloxybenzene (2.30 g, 8.01 mmol) was added dropwise thereto and the mixture was heated under refluxing for 1.5 hours. To the resulting solution was added dropwise tetrahydrofuran solution (5 ml) of 7-methox... RXN SMILES: BrC(Br)C.[Mg].Br[C:7]1[CH:12]=[CH:11][C:10]([O:13][Si:14]([C:17]([CH3:20])([CH3:19])[CH3:18])([CH3:16])[CH3:15])=[CH:9][CH:8]=1.[CH3:21][O:22][CH2:23][O:24][C:25]1[CH:34]=[C:33]2[C:28]([C:29](=[O:46])[C:30]([C:36]3[CH:41]=[CH:40][C:39]([O:42][CH2:43][O:44][CH3:45])=[CH:38][CH:37]=3)([CH3:35])[CH2:31][S:32]2)=[CH:27][CH:26]=1.[Cl-].[NH4+]>O1CCCC1>[Si:14]([O:13][C:10]1[CH:11]=[CH:12][C:7]([C:29]2([OH:46])[C:28]3[C:33](=[CH:34][C:25]([O:24][CH2:23][O:22][CH3:21])=[CH:26][CH:27]=3)[S:32][CH2:31][C:30]2([C:36]2[CH:37]=[CH:38][C:39]([O:42][CH2:43][O:44][CH3:45])=[CH:40][CH:41]=2)[CH3:35])=[CH:8][CH:9]=1)([C:17]([CH3:20])([CH3:19])[CH3:18])([CH3:16])[CH3:15] |f:4.5|.